Dataset: the Open Reaction Database (ORD), a public repository of structured organic reaction records. Task: describe an organic reaction: reactants, conditions, products, and yield Starting materials: C([O-])([O-])=O.[K+].[K+] (potassium carbonate), IC(C)C (2-iodopropane), Cl.FC1=CC=C(C=C1)C(C(=O)N1CCN(CC1)CCCCC1=C(C=CC2=CC=CC=C12)OC)C1CCNCC1 (4-(1-(4-Fluorophenyl)-2-{4-[4-(2-methoxynaphthalen-1-yl)butyl]piperazin-1-yl}-2-oxoethyl)piperidine hydrochloride). The solvent is C(C)(=O)OCC (ethyl acetate), CN(C=O)C (dimethylformamide). Run at time 8 hour. Product: C(C)(C)N1CCC(CC1)C(C(=O)N1CCN(CC1)CCCCC1=C(C=CC2=CC=CC=C12)OC)C1=CC=C(C=C1)F (1-isopropyl-4-(1-(4-fluorophenyl)-2-{4-[4-(2-methoxynaphthalen-1-yl)butyl]piperazin-1-yl}-2-oxoethyl)piperidine). Reaction SMILES: Cl.[F:2][C:3]1[CH:8]=[CH:7][C:6]([CH:9]([CH:34]2[CH2:39][CH2:38][NH:37][CH2:36][CH2:35]2)[C:10]([N:12]2[CH2:17][CH2:16][N:15]([CH2:18][CH2:19][CH2:20][CH2:21][C:22]3[C:31]4[C:26](=[CH:27][CH:28]=[CH:29][CH:30]=4)[CH:25]=[CH:24][C:23]=3[O:32][CH3:33])[CH2:14][CH2:13]2)=[O:11])=[CH:5][CH:4]=1.C(=O)([O-])[O-].[K+].[K+].I[CH:47]([CH3:49])[CH3:48]>CN(C)C=O.C(OCC)(=O)C>[CH:47]([N:37]1[CH2:36][CH2:35][CH:34]([CH:9]([C:6]2[CH:7]=[CH:8][C:3]([F:2])=[CH:4][CH:5]=2)[C:10]([N:12]2[CH2:17][CH2:16][N:15]([CH2:18][CH2:19][CH2:20][CH2:21][C:22]3[C:31]4[C:26](=[CH:27][CH:28]=[CH:29][CH:30]=4)[CH:25]=[CH:24][C:23]=3[O:32][CH3:33])[CH2:14][CH2:13]2)=[O:11])[CH2:39][CH2:38]1)([CH3:49])[CH3:48] |f:0.1,2.3.4|. Reported procedure: 0.20 g of 4-(1-(4-Fluorophenyl)-2-{4-[4-(2-methoxynaphthalen-1-yl)butyl]piperazin-1-yl}-2-oxoethyl)piperidine hydrochloride obtained in Example 11(5) was dissolved in 2 ml of dimethylformamide, and 93 mg of potassium carbonate and 41 μl of 2-iodopropane were added, followed by stirring at room temperature overnight. The reaction solution was diluted with ethyl acetate and washed with a saturated aqueous sodium bicarbonate solution and a saturated aqueous sodium chloride solution. The organic lay...